From a dataset of the Open Reaction Database (ORD), a public repository of structured organic reaction records. describe an organic reaction: reactants, conditions, products, and yield Starting materials: BrC(Br)(Br)Br, ClCCl, COC(c1ccc(C(F)(F)F)cc1CO)C1CCCC1, c1ccc(P(c2ccccc2)c2ccccc2)cc1. The product is COC(c1ccc(C(F)(F)F)cc1CBr)C1CCCC1. RXN SMILES: [C:21]([Br:22])([Br:23])([Br:24])[Br:25].[CH2:45]([Cl:46])[Cl:47].[CH:1]1([CH:6]([c:7]2[c:8]([CH2:17][OH:18])[cH:9][c:10]([C:13]([F:14])([F:15])[F:16])[cH:11][cH:12]2)[O:19][CH3:20])[CH2:2][CH2:3][CH2:4][CH2:5]1.[c:26]1([P:27]([c:28]2[cH:29][cH:30][cH:31][cH:32][cH:33]2)[c:34]2[cH:35][cH:36][cH:37][cH:38][cH:39]2)[cH:40][cH:41][cH:42][cH:43][cH:44]1>>[CH:1]1([CH:6]([c:7]2[c:8]([CH2:17][Br:22])[cH:9][c:10]([C:13]([F:14])([F:15])[F:16])[cH:11][cH:12]2)[O:19][CH3:20])[CH2:2][CH2:3][CH2:4][CH2:5]1. Starting materials: CCOC(=O)c1c(C)c(I)n(C)c1C, C1COCCO1, COc1c(B2OC(C)(C)C(C)(C)O2)cccc1[N+](=O)[O-], [Na+], [Na+], O=C([O-])[O-], O, c1ccc(P(c2ccccc2)(c2ccccc2)[Pd](P(c2ccccc2)(c2ccccc2)c2ccccc2)(P(c2ccccc2)(c2ccccc2)c2ccccc2)P(c2ccccc2)(c2ccccc2)c2ccccc2)cc1. Product: CCOC(=O)c1c(C)c(-c2cccc([N+](=O)[O-])c2OC)n(C)c1C. As a reaction SMILES: [CH2:1]([CH3:2])[O:3][C:4](=[O:5])[c:6]1[c:7]([CH3:14])[n:8]([CH3:13])[c:9]([I:12])[c:10]1[CH3:11].[CH2:42]1[O:43][CH2:44][CH2:45][O:46][CH2:47]1.[CH3:15][O:16][c:17]1[c:18]([B:26]2[O:27][C:28]([CH3:29])([CH3:30])[C:31]([CH3:32])([CH3:33])[O:34]2)[cH:19][cH:20][cH:21][c:22]1[N+:23](=[O:24])[O-:25].[Na+:35].[Na+:36].[O-:37][C:38](=[O:39])[O-:40].[OH2:41].[cH:48]1[cH:49][cH:50][c:51]([P:52]([Pd:53]([P:54]([c:55]2[cH:56][cH:57][cH:58][cH:59][cH:60]2)([c:61]2[cH:62][cH:63][cH:64][cH:65][cH:66]2)[c:67]2[cH:68][cH:69][cH:70][cH:71][cH:72]2)([P:73]([c:74]2[cH:75][cH:76][cH:77][cH:78][cH:79]2)([c:80]2[cH:81][cH:82][cH:83][cH:84][cH:85]2)[c:86]2[cH:87][cH:88][cH:89][cH:90][cH:91]2)[P:92]([c:93]2[cH:94][cH:95][cH:96][cH:97][cH:98]2)([c:99]2[cH:100][cH:101][cH:102][cH:103][cH:104]2)[c:105]2[cH:106][cH:107][cH:108][cH:109][cH:110]2)([c:111]2[cH:112][cH:113][cH:114][cH:115][cH:116]2)[c:117]2[cH:118][cH:119][cH:120][cH:121][cH:122]2)[cH:123][cH:124]1>>[CH2:1]([CH3:2])[O:3][C:4](=[O:5])[c:6]1[c:7]([CH3:14])[n:8]([CH3:13])[c:9](-[c:18]2[c:17]([O:16][CH3:15])[c:22]([N+:23](=[O:24])[O-:25])[cH:21][cH:20][cH:19]2)[c:10]1[CH3:11]. The reactants are O1C(OCC1)C1=C(SC=C1)S(=O)(=O)N (3-(1,3-dioxolan-2-yl)thiophene-2-sulfonamide), C1(=CC=CC=C1)OC(NC1=NC(=NC(=N1)OC)C)=O (phenyl(4-methoxy-6-methyl-1,3,5-triazin-2-yl)carbamate), N12CCCCCC2=NCCC1 (1,8-diazabicyclo[5.4.0]undec-7-ene), Cl (hydrochloride). The solvent is C(C)#N (acetonitrile), O (water). Conditions: time 2 hour. Yields the product O1C(OCC1)C1=C(SC=C1)S(=O)(=O)NC(=O)NC1=NC(=NC(=N1)OC)C (3-(1,3-Dioxolan-2-yl)-N-[(4-methoxy-6-methyl-1,3,5-triazin-2-yl)aminocarbonyl]-2-thiophenesulfonamide). The yield is 74.8%. Reaction SMILES: [O:1]1[CH2:5][CH2:4][O:3][CH:2]1[C:6]1[CH:10]=[CH:9][S:8][C:7]=1[S:11]([NH2:14])(=[O:13])=[O:12].C1([O:21][C:22](=O)[NH:23][C:24]2[N:29]=[C:28]([O:30][CH3:31])[N:27]=[C:26]([CH3:32])[N:25]=2)C=CC=CC=1.N12CCCN=C1CCCCC2.Cl>C(#N)C.O>[O:1]1[CH2:5][CH2:4][O:3][CH:2]1[C:6]1[CH:10]=[CH:9][S:8][C:7]=1[S:11]([NH:14][C:22]([NH:23][C:24]1[N:29]=[C:28]([O:30][CH3:31])[N:27]=[C:26]([CH3:32])[N:25]=1)=[O:21])(=[O:13])=[O:12]. Procedure details: To 0.47 g of 3-(1,3-dioxolan-2-yl)thiophene-2-sulfonamide in 20 ml of acetonitrile was added 0.52 g of phenyl(4-methoxy-6-methyl-1,3,5-triazin-2-yl)carbamate and 0.3 ml of 1,8-diazabicyclo[5.4.0]undec-7-ene (DBU). After stirring at ambient temperatures for two hours the solution was diluted to 50 ml with water and the pH was adjusted to 3 by the addition of hydrochloride acid. The resultant solution was extracted with methylene chloride and the methylene chloride phase was dried over magnesium s... Starting materials: C(C)OC(C(CBr)=O)=O (3-bromo-2-oxo-propionic acid ethyl ester), NC1=NC=C(C=C1)I (2-amino-5-iodo pyridine). Solvent: C(C)#N (acetonitrile). Yields the product C(C)OC(=O)C=1N=C2N(C=C(C=C2)I)C1 (6-Iodo-imidazo[1,2-a]pyridine-2-carboxylic acid ethyl ester). The yield is 55.7%. Reaction SMILES: [CH2:1]([O:3][C:4](=[O:9])[C:5](=O)[CH2:6]Br)[CH3:2].[NH2:10][C:11]1[CH:16]=[CH:15][C:14]([I:17])=[CH:13][N:12]=1>C(#N)C>[CH2:1]([O:3][C:4]([C:5]1[N:10]=[C:11]2[CH:16]=[CH:15][C:14]([I:17])=[CH:13][N:12]2[CH:6]=1)=[O:9])[CH3:2]. Procedure details: Add 3-bromo-2-oxo-propionic acid ethyl ester (1.75 g, 9.09 mmol) to a solution of 2-amino-5-iodo pyridine (Tetrahedron 2002, 58, 2885-2890; 1.0 g, 4.54 mmol) in acetonitrile (100 ml). Reflux for 12 h, concentrate to ˜30 ml, and dilute with saturated aqueous sodium bicarbonate. Extract into dichloromethane, combine organic extracts, dry over anhydrous magnesium sulfate, and concentrate. Titurate the residue in diethyl ether and filter to give 0.8 g (56%) of the subtitled compound as an off-white ...